From a dataset of the Open Reaction Database (ORD), a public repository of structured organic reaction records. describe an organic reaction: reactants, conditions, products, and yield Reactants: C1(=CC=CC=C1)N1C(CCCC1C1=CC=CC=C1)=O (1,6-diphenyl-2-piperidone), P(Cl)(Cl)(Cl)(Cl)Cl (phosphorus pentachloride), S(=O)(=O)(Cl)Cl (sulfuryl chloride). Run in C(Cl)(Cl)Cl (chloroform). Yields the product ClC1=CC=C(C=C1)N1C(CCCC1C1=CC=CC=C1)=O (1-(4-chlorophenyl)-6-phenyl-2-piperidone). Isolated yield 73.9%. As a reaction SMILES: [C:1]1([N:7]2[CH:12]([C:13]3[CH:18]=[CH:17][CH:16]=[CH:15][CH:14]=3)[CH2:11][CH2:10][CH2:9][C:8]2=[O:19])[CH:6]=[CH:5][CH:4]=[CH:3][CH:2]=1.P(Cl)(Cl)(Cl)(Cl)[Cl:21].S(Cl)(Cl)(=O)=O>C(Cl)(Cl)Cl>[Cl:21][C:4]1[CH:5]=[CH:6][C:1]([N:7]2[CH:12]([C:13]3[CH:18]=[CH:17][CH:16]=[CH:15][CH:14]=3)[CH2:11][CH2:10][CH2:9][C:8]2=[O:19])=[CH:2][CH:3]=1. Procedure: To 0.25 g of 1,6-diphenyl-2-piperidone were added 0.30 g of phosphorus pentachloride, 0.5 ml of sulfuryl chloride and 5 ml of chloroform, and the mixture was refluxed for 1.5 hours. The reaction mixture was concentrated under reduced pressure, made alkaline with an aqueous sodium hydrogen carbonate solution, and extracted with 30 ml of ethyl acetate. The ethyl acetate extract was washed with water, dried, and concentrated to give 0.21 g of 1-(4-chlorophenyl)-6-phenyl-2-piperidone. Starting materials: C(CC(=O)C)(=O)OCCN1CCN(CC1)C(C1=CC=CC=C1)C1=CC=CC=C1 (2-(4-benzhydryl-1-piperazinyl)ethyl acetoacetate), N (ammonia). Solvent: C(C)O (ethanol). Product: N\C(=C/C(=O)OCCN1CCN(CC1)C(C1=CC=CC=C1)C1=CC=CC=C1)\C (2-(4-benzhydryl-1-piperazinyl)ethyl 3-aminocrotonate). Reaction SMILES: [C:1]([O:7][CH2:8][CH2:9][N:10]1[CH2:15][CH2:14][N:13]([CH:16]([C:23]2[CH:28]=[CH:27][CH:26]=[CH:25][CH:24]=2)[C:17]2[CH:22]=[CH:21][CH:20]=[CH:19][CH:18]=2)[CH2:12][CH2:11]1)(=[O:6])[CH2:2][C:3]([CH3:5])=O.[NH3:29]>C(O)C>[NH2:29]/[C:3](/[CH3:5])=[CH:2]\[C:1]([O:7][CH2:8][CH2:9][N:10]1[CH2:11][CH2:12][N:13]([CH:16]([C:23]2[CH:28]=[CH:27][CH:26]=[CH:25][CH:24]=2)[C:17]2[CH:18]=[CH:19][CH:20]=[CH:21][CH:22]=2)[CH2:14][CH2:15]1)=[O:6]. Procedure: To a solution of 2-(4-benzhydryl-1-piperazinyl)ethyl acetoacetate (3.21 g) in ethanol (5 ml), 20% ethanolic ammonia (15 ml) was added, and the mixture was allowed to stand in a refrigerator overnight. The solvent and ammonia were distilled off to give crude 2-(4-benzhydryl-1-piperazinyl)ethyl 3-aminocrotonate as an oil.